The task is: describe an organic reaction: reactants, conditions, products, and yield. This data is from the Open Reaction Database (ORD), a public repository of structured organic reaction records. Reactants: N[C@@H]1CC[C@H](CC1)NC=1C=C(C=2N(N1)C(=CN2)C(=O)NC2=CC(=NC=C2)F)N(C2=NC=CC=C2)CC2=CC=C(C=C2)OC (6-((trans)-4-aminocyclohexylamino)-N-(2-fluoropyridin-4-yl)-8-((4-methoxybenzyl)(pyridin-2-yl)amino)imidazo[1,2-b]pyridazine-3-carboxamide), Solvent A, CO (methanol), Solvent B, O (water). Run in C(=O)(C(F)(F)F)O (TFA). Reaction conditions: temperature 70 celsius. The product is N[C@@H]1CC[C@H](CC1)NC=1C=C(C=2N(N1)C(=CN2)C(=O)NC2=CC(=NC=C2)F)NC2=NC=CC=C2 (6-((trans-4-aminocyclohexyl)amino)-N-(2-fluoro-4-pyridinyl)-8-(2-pyridinylamino)imidazo[1,2-b]pyridazine-3-carboxamide). Isolated yield 41.9%. Reaction SMILES: [NH2:1][C@H:2]1[CH2:7][CH2:6][C@H:5]([NH:8][C:9]2[CH:10]=[C:11]([N:28](CC3C=CC(OC)=CC=3)[C:29]3[CH:34]=[CH:33][CH:32]=[CH:31][N:30]=3)[C:12]3[N:13]([C:15]([C:18]([NH:20][C:21]4[CH:26]=[CH:25][N:24]=[C:23]([F:27])[CH:22]=4)=[O:19])=[CH:16][N:17]=3)[N:14]=2)[CH2:4][CH2:3]1.CO.O>C(O)(C(F)(F)F)=O>[NH2:1][C@H:2]1[CH2:7][CH2:6][C@H:5]([NH:8][C:9]2[CH:10]=[C:11]([NH:28][C:29]3[CH:34]=[CH:33][CH:32]=[CH:31][N:30]=3)[C:12]3[N:13]([C:15]([C:18]([NH:20][C:21]4[CH:26]=[CH:25][N:24]=[C:23]([F:27])[CH:22]=4)=[O:19])=[CH:16][N:17]=3)[N:14]=2)[CH2:4][CH2:3]1. Reported procedure: The solid from 62B was dissolved in TFA and heated to 70° C. for 1 h and then cooled to room temperature and purified by preparative HPLC (Phenomenex Axia Luna 5 micron 30×100 mm) to obtain the pure product 6-((trans-4-aminocyclohexyl)amino)-N-(2-fluoro-4-pyridinyl)-8-(2-pyridinylamino)imidazo[1,2-b]pyridazine-3-carboxamide (23 mg, 0.050 mmol, 41.9% yield) HPLC Rt=1.542 minutes (Phenomenex Luna 5 micron C18 4.6×30 mm: 0 to 100 B in 2 min with 1 min hold time, Flow rate=5 mL/min, detection at 254... Reactants: O=C([O-])[O-], CC1(C)OB(c2ccc(C(=O)O)cc2)OC1(C)C, CCN(CC)CCCNc1nc(Cl)c2ccc(=O)n(-c3c(F)cccc3F)c2n1, [K+], [K+], C1COCCO1, O, c1ccc(P(c2ccccc2)(c2ccccc2)[Pd](P(c2ccccc2)(c2ccccc2)c2ccccc2)(P(c2ccccc2)(c2ccccc2)c2ccccc2)P(c2ccccc2)(c2ccccc2)c2ccccc2)cc1. RXN SMILES: [C:48](=[O:49])([O-:50])[O-:51].[CH3:30][C:31]1([CH3:32])[C:33]([CH3:34])([CH3:35])[O:36][B:37]([c:38]2[cH:39][cH:40][c:41]([C:42](=[O:43])[OH:44])[cH:45][cH:46]2)[O:47]1.[Cl:1][c:2]1[c:3]2[c:4]([n:5][c:6]([NH:8][CH2:9][CH2:10][CH2:11][N:12]([CH2:13][CH3:14])[CH2:15][CH3:16])[n:7]1)[n:17](-[c:22]1[c:23]([F:29])[cH:24][cH:25][cH:26][c:27]1[F:28])[c:18](=[O:21])[cH:19][cH:20]2.[K+:52].[K+:53].[O:54]1[CH2:55][CH2:56][O:57][CH2:58][CH2:59]1.[OH2:60].[cH:61]1[cH:62][cH:63][c:64]([P:65]([Pd:66]([P:67]([c:68]2[cH:69][cH:70][cH:71][cH:72][cH:73]2)([c:74]2[cH:75][cH:76][cH:77][cH:78][cH:79]2)[c:80]2[cH:81][cH:82][cH:83][cH:84][cH:85]2)([P:86]([c:87]2[cH:88][cH:89][cH:90][cH:91][cH:92]2)([c:93]2[cH:94][cH:95][cH:96][cH:97][cH:98]2)[c:99]2[cH:100][cH:101][cH:102][cH:103][cH:104]2)[P:105]([c:106]2[cH:107][cH:108][cH:109][cH:110][cH:111]2)([c:112]2[cH:113][cH:114][cH:115][cH:116][cH:117]2)[c:118]2[cH:119][cH:120][cH:121][cH:122][cH:123]2)([c:124]2[cH:125][cH:126][cH:127][cH:128][cH:129]2)[c:130]2[cH:131][cH:132][cH:133][cH:134][cH:135]2)[cH:136][cH:137]1>>[c:2]1(-[c:38]2[cH:39][cH:40][c:41]([C:42](=[O:43])[OH:44])[cH:45][cH:46]2)[c:3]2[c:4]([n:5][c:6]([NH:8][CH2:9][CH2:10][CH2:11][N:12]([CH2:13][CH3:14])[CH2:15][CH3:16])[n:7]1)[n:17](-[c:22]1[c:23]([F:29])[cH:24][cH:25][cH:26][c:27]1[F:28])[c:18](=[O:21])[cH:19][cH:20]2. Product: CCN(CC)CCCNc1nc(-c2ccc(C(=O)O)cc2)c2ccc(=O)n(-c3c(F)cccc3F)c2n1. Reactants: CC#N, CCN(C(C)C)C(C)C, COc1cc(OC)cc(C(C)Nc2cc(F)ccc2[N+](=O)[O-])c1, CC(C)(C)OC(=O)N1CCNCC1. Yields the product COc1cc(OC)cc(C(C)Nc2cc(N3CCN(C(=O)OC(C)(C)C)CC3)ccc2[N+](=O)[O-])c1. Reaction SMILES: [CH3:46][C:47]#[N:48].[CH:37]([N:38]([CH2:39][CH3:40])[CH:41]([CH3:42])[CH3:43])([CH3:44])[CH3:45].[F:1][c:2]1[cH:3][cH:4][c:5]([N+:21](=[O:22])[O-:23])[c:6]([NH:8][CH:9]([CH3:10])[c:11]2[cH:12][c:13]([O:19][CH3:20])[cH:14][c:15]([O:17][CH3:18])[cH:16]2)[cH:7]1.[N:24]1([C:30](=[O:31])[O:32][C:33]([CH3:34])([CH3:35])[CH3:36])[CH2:25][CH2:26][NH:27][CH2:28][CH2:29]1>>[c:2]1([N:27]2[CH2:26][CH2:25][N:24]([C:30](=[O:31])[O:32][C:33]([CH3:34])([CH3:35])[CH3:36])[CH2:29][CH2:28]2)[cH:3][cH:4][c:5]([N+:21](=[O:22])[O-:23])[c:6]([NH:8][CH:9]([CH3:10])[c:11]2[cH:12][c:13]([O:19][CH3:20])[cH:14][c:15]([O:17][CH3:18])[cH:16]2)[cH:7]1. Reactants: CC(C)(C)OC(=O)N1CCC(C(=O)O)CC1, CNOC, CN(C)C=O, CCN(C(C)C)C(C)C, Cl, O. The product is CON(C)C(=O)C1CCN(C(=O)OC(C)(C)C)CC1. RXN SMILES: [C:15]([CH3:16])([CH3:17])([CH3:18])[O:19][C:20](=[O:21])[N:22]1[CH2:23][CH2:24][CH:25]([C:28](=[O:29])[OH:30])[CH2:26][CH2:27]1.[CH3:2][NH:3][O:4][CH3:5].[CH3:31][N:32]([CH3:33])[CH:34]=[O:35].[CH:6]([N:7]([CH:8]([CH3:9])[CH3:10])[CH2:11][CH3:12])([CH3:13])[CH3:14].[ClH:1].[OH2:36]>>[CH3:2][N:3]([O:4][CH3:5])[C:28]([CH:25]1[CH2:24][CH2:23][N:22]([C:20]([O:19][C:15]([CH3:16])([CH3:17])[CH3:18])=[O:21])[CH2:27][CH2:26]1)=[O:30]. The reactants are BrC=1C(NC(NC1)=O)=O (5-bromo-2,4(1H,3H)-pyrimidinedione), SCC(=O)OCC (ethyl mercaptoacetate), C([O-])([O-])=O.[K+].[K+] (potassium carbonate). Reagents/catalysts: S(=O)(=O)(O)[O-].C(CCC)[N+](CCCC)(CCCC)CCCC (tetrabutylammonium hydrogen sulfate). The solvent is CN(C)C=O (DMF). Run at time 8 hour. Product: C(C)OC(CSC=1C(NC(NC1)=O)=O)=O (Ethyl[(2,4-dioxo-1,2,3,4-tetrahydro-5-pyrimidinyl)thio]acetate). As a reaction SMILES: Br[C:2]1[C:3](=[O:9])[NH:4][C:5](=[O:8])[NH:6][CH:7]=1.[SH:10][CH2:11][C:12]([O:14][CH2:15][CH3:16])=[O:13].C(=O)([O-])[O-].[K+].[K+]>CN(C=O)C.S([O-])(O)(=O)=O.C([N+](CCCC)(CCCC)CCCC)CCC>[CH2:15]([O:14][C:12](=[O:13])[CH2:11][S:10][C:2]1[C:3](=[O:9])[NH:4][C:5](=[O:8])[NH:6][CH:7]=1)[CH3:16] |f:2.3.4,6.7|. Procedure: A solution of 5-bromo-2,4(1H,3H)-pyrimidinedione (15 g, 79 mmol) and ethyl mercaptoacetate (8.58 ml, 79 mmol) in DMF (200 mL) was treated with tetrabutylammonium hydrogen sulfate (6.67 g, 19.64 mmol) and potassium carbonate (23.88 g, 173 mmol) and stirred at ambient temperature overnight. The solution was filtered and concentrated under reduced pressure to yield crude title compound as a yellow oil which foams up under reduced pressure. The reactants are CCc1c(C)nc2cccc(C)n2c1=O, CC(C)=O, O=C(O)c1ccccc1O. Product: CCc1c(C)[nH+]c2cccc(C)n2c1=O, O=C([O-])c1ccccc1O. Reaction SMILES: [CH2:1]([CH3:2])[c:3]1[c:4]([CH3:15])[n:5][c:6]2[n:7]([c:8]1=[O:9])[c:10]([CH3:14])[cH:11][cH:12][cH:13]2.[CH3:26][C:27](=[O:28])[CH3:29].[OH:16][C:17](=[O:18])[c:19]1[cH:20][cH:21][cH:22][cH:23][c:24]1[OH:25]>>[CH2:1]([CH3:2])[c:3]1[c:4]([CH3:15])[nH+:5][c:6]2[n:7]([c:8]1=[O:9])[c:10]([CH3:14])[cH:11][cH:12][cH:13]2.[O:16]=[C:17]([O-:18])[c:19]1[cH:20][cH:21][cH:22][cH:23][c:24]1[OH:25]. Starting materials: O=C1CCC(=O)N1Br, ClC(Cl)(Cl)Cl, COC(=O)c1ccc(C)c([N+](=O)[O-])c1, CC(C)(C#N)N=NC(C)(C)C#N. Product: COC(=O)c1ccc(CBr)c([N+](=O)[O-])c1. Reaction SMILES: [Br:15][N:16]1[C:17](=[O:18])[CH2:19][CH2:20][C:21]1=[O:22].[C:35]([Cl:36])([Cl:37])([Cl:38])[Cl:39].[N+:1](=[O:2])([O-:3])[c:4]1[cH:5][c:6]([C:7](=[O:8])[O:9][CH3:10])[cH:11][cH:12][c:13]1[CH3:14].[N:23]#[C:24][C:25]([N:26]=[N:27][C:28]([C:29]#[N:30])([CH3:31])[CH3:32])([CH3:33])[CH3:34]>>[N+:1](=[O:2])([O-:3])[c:4]1[cH:5][c:6]([C:7](=[O:8])[O:9][CH3:10])[cH:11][cH:12][c:13]1[CH2:14][Br:15]. Starting materials: Cc1c(Br)nc2n1N=C(c1ccccc1)c1cc3c(cc1C2)OCO3, CN(C)C=O, [Li]CCCC, C1CCOC1, O. Product: Cc1c(C=O)nc2n1N=C(c1ccccc1)c1cc3c(cc1C2)OCO3. As a reaction SMILES: [Br:1][c:2]1[n:3][c:4]2[n:5]([c:24]1[CH3:25])[N:6]=[C:7]([c:18]1[cH:19][cH:20][cH:21][cH:22][cH:23]1)[c:8]1[c:9]([cH:11][c:12]3[c:13]([cH:14]1)[O:15][CH2:16][O:17]3)[CH2:10]2.[CH3:31][N:32]([CH:33]=[O:34])[CH3:35].[Li:26][CH2:27][CH2:28][CH2:29][CH3:30].[O:37]1[CH2:38][CH2:39][CH2:40][CH2:41]1.[OH2:36]>>[c:2]1([CH:33]=[O:34])[n:3][c:4]2[n:5]([c:24]1[CH3:25])[N:6]=[C:7]([c:18]1[cH:19][cH:20][cH:21][cH:22][cH:23]1)[c:8]1[c:9]([cH:11][c:12]3[c:13]([cH:14]1)[O:15][CH2:16][O:17]3)[CH2:10]2. Starting materials: CCOC(C)=O, CC(C)OC(C)C, ClCCl, COC(=O)Cc1c(Cl)nc(Cc2ccc(N)cc2)nc1N(C)CC(=O)NC1CCCC1, O=C=Nc1ccccc1, CN(C)C=O. The product is COC(=O)Cc1c(Cl)nc(Cc2ccc(NC(=O)Nc3ccccc3)cc2)nc1N(C)CC(=O)NC1CCCC1. As a reaction SMILES: [CH3:41][CH2:42][O:43][C:44]([CH3:45])=[O:46].[CH:47]([O:48][CH:49]([CH3:50])[CH3:51])([CH3:52])[CH3:53].[Cl:59][CH2:60][Cl:61].[NH2:1][c:2]1[cH:3][cH:4][c:5]([CH2:6][c:7]2[n:8][c:9]([N:19]([CH3:20])[CH2:21][C:22](=[O:23])[NH:24][CH:25]3[CH2:26][CH2:27][CH2:28][CH2:29]3)[c:10]([CH2:14][C:15](=[O:16])[O:17][CH3:18])[c:11]([Cl:13])[n:12]2)[cH:30][cH:31]1.[O:32]=[C:33]=[N:34][c:35]1[cH:36][cH:37][cH:38][cH:39][cH:40]1.[O:54]=[CH:55][N:56]([CH3:57])[CH3:58]>>[NH:1]([c:2]1[cH:3][cH:4][c:5]([CH2:6][c:7]2[n:8][c:9]([N:19]([CH3:20])[CH2:21][C:22](=[O:23])[NH:24][CH:25]3[CH2:26][CH2:27][CH2:28][CH2:29]3)[c:10]([CH2:14][C:15](=[O:16])[O:17][CH3:18])[c:11]([Cl:13])[n:12]2)[cH:30][cH:31]1)[C:33](=[O:32])[NH:34][c:35]1[cH:36][cH:37][cH:38][cH:39][cH:40]1.